Dataset: the Open Reaction Database (ORD), a public repository of structured organic reaction records. Task: describe an organic reaction: reactants, conditions, products, and yield Reactants: CCOC(C)=O, CC(=O)OCCc1cccc([N+](=O)[O-])c1. Product: CC(=O)OCCc1cccc(N)c1. RXN SMILES: [CH3:16][CH2:17][O:18][C:19](=[O:20])[CH3:21].[N+:1]([O-:2])(=[O:3])[c:4]1[cH:5][c:6]([CH2:10][CH2:11][O:12][C:13]([CH3:14])=[O:15])[cH:7][cH:8][cH:9]1>>[NH2:1][c:4]1[cH:5][c:6]([CH2:10][CH2:11][O:12][C:13]([CH3:14])=[O:15])[cH:7][cH:8][cH:9]1. Reaction SMILES: [Br:1][CH2:2][c:3]1[cH:4][cH:5][c:6]([C:9]#[N:10])[cH:7][cH:8]1.[C:16](=[O:17])([O-:18])[O-:19].[CH3:24][C:25](=[O:26])[CH3:27].[I-:23].[K+:20].[K+:21].[K+:22].[nH:11]1[n:12][cH:13][n:14][cH:15]1>>[CH2:2]([c:3]1[cH:4][cH:5][c:6]([C:9]#[N:10])[cH:7][cH:8]1)[c:13]1[n:12][nH:11][cH:15][n:14]1. Starting materials: N#Cc1ccc(CBr)cc1, O=C([O-])[O-], CC(C)=O, [I-], [K+], [K+], [K+], c1nc[nH]n1. Product: N#Cc1ccc(Cc2nc[nH]n2)cc1. Starting materials: CN1CCN(c2ccc(N)cn2)CC1, O=C(Cl)OCC(Cl)(Cl)Cl, C1CCOC1, O, c1ccncc1. Product: CN1CCN(c2ccc(NC(=O)OCC(Cl)(Cl)Cl)cn2)CC1. RXN SMILES: [CH3:1][N:2]1[CH2:3][CH2:4][N:5]([c:8]2[cH:9][cH:10][c:11]([NH2:14])[cH:12][n:13]2)[CH2:6][CH2:7]1.[Cl:21][C:22](=[O:23])[O:24][CH2:25][C:26]([Cl:27])([Cl:28])[Cl:29].[O:31]1[CH2:32][CH2:33][CH2:34][CH2:35]1.[OH2:30].[cH:15]1[cH:16][cH:17][n:18][cH:19][cH:20]1>>[CH3:1][N:2]1[CH2:3][CH2:4][N:5]([c:8]2[cH:9][cH:10][c:11]([NH:14][C:22](=[O:23])[O:24][CH2:25][C:26]([Cl:27])([Cl:28])[Cl:29])[cH:12][n:13]2)[CH2:6][CH2:7]1. Starting materials: [Si](C)(C)(C(C)(C)C)O[C@H](CCN1N=CC(=C1)B1OC(C(O1)(C)C)(C)C)C ((S)-1-(3-[(tert-butyldimethylsilyl)oxy]butyl]-4-(tetramethyl-1,3,2-dioxaborolan-2-yl)-1H-pyrazole), [Si](C)(C)(C(C)(C)C)O[C@H](CCN1N=CC(=C1)B1OC(C(O1)(C)C)(C)C)C ((S)-1-(3-[(tert-butyldimethylsilyl)oxy]butyl]-4-(tetramethyl-1,3,2-dioxaborolan-2-yl)-1H-pyrazole), [F-].C(CCC)[N+](CCCC)(CCCC)CCCC (tetrabutylammonium fluoride). Solvent: C1CCOC1 (THF). Conditions: time 24 hour. Product: CC1(OB(OC1(C)C)C=1C=NN(C1)CC[C@H](C)O)C ((2S)-4-[4-(4,4,5,5-tetramethyl-1,3,2-dioxaborolan-2-yl)-1H-pyrazol-1-yl]butan-2-ol). The yield is 18.6%. Reaction SMILES: [Si]([O:8][C@@H:9]([CH3:26])[CH2:10][CH2:11][N:12]1[CH:16]=[C:15]([B:17]2[O:21][C:20]([CH3:23])([CH3:22])[C:19]([CH3:25])([CH3:24])[O:18]2)[CH:14]=[N:13]1)(C(C)(C)C)(C)C.[F-].C([N+](CCCC)(CCCC)CCCC)CCC>C1COCC1>[CH3:25][C:19]1([CH3:24])[C:20]([CH3:22])([CH3:23])[O:21][B:17]([C:15]2[CH:14]=[N:13][N:12]([CH2:11][CH2:10][C@@H:9]([OH:8])[CH3:26])[CH:16]=2)[O:18]1 |f:1.2|. Procedure: A solution of (S)-1-(3-[(tert-butyldimethylsilyl)oxy]butyl]-4-(tetramethyl-1,3,2-dioxaborolan-2-yl)-1H-pyrazole (Compound 70C, 7.7 g, 20.2 mmol) in THF (30 mL) was treated with tetrabutylammonium fluoride (30 mL, 1M solution in THF) and stirred for 24 hrs at RT under nitrogen atmosphere. Tetrahydrofuran was evaporated under reduced pressure and the residue was purified by column chromatography (SiO2, 1% methanol in dichloromethane) to give colorless gum (1 g, 20%). 1H NMR (400 MHz, CDCl3) δ 7.74...